This data is from the Open Reaction Database (ORD), a public repository of structured organic reaction records. The task is: describe an organic reaction: reactants, conditions, products, and yield Starting materials: CSC(C(=O)OCC)C=1C=C2CC[C@@H](OC2=CC1)CC(C(F)(F)F)=O (ethyl (methylsulfanyl)[(2R)-2-(3,3.3-trifluoro-2-oxopropyl)-3,4-dihydro-2H-chromen-6-yl]acetate). The reagents and catalysts are [Ni] (Raney nickel). The solvent is C(C)O (ethanol). Conditions: time 1 hour. Yields the product FC(C(C[C@@H]1OC2=CC=C(C=C2CC1)CC(=O)OCC)=O)(F)F (ethyl [(2R)-2-(3,3,3-trifluoro-2-oxopropyl)-3,4-dihydro-2H-chromen-6-yl]acetate). Yield: 83.0%. RXN SMILES: CS[CH:3]([C:9]1[CH:10]=[C:11]2[C:16](=[CH:17][CH:18]=1)[O:15][C@@H:14]([CH2:19][C:20](=[O:25])[C:21]([F:24])([F:23])[F:22])[CH2:13][CH2:12]2)[C:4]([O:6][CH2:7][CH3:8])=[O:5]>C(O)C.[Ni]>[F:24][C:21]([F:22])([F:23])[C:20](=[O:25])[CH2:19][C@H:14]1[CH2:13][CH2:12][C:11]2[C:16](=[CH:17][CH:18]=[C:9]([CH2:3][C:4]([O:6][CH2:7][CH3:8])=[O:5])[CH:10]=2)[O:15]1. Procedure: The above crude thiomethyl compound of Example 4 was dissolved in absolute ethanol (340 mL) under argon and mixed with Raney nickel (17 teaspoons) freshly washed with water and ethanol (3 times). The resulting mixture was stirred vigorously at room temperature for 1 hours. Stirring was stopped, and the liquid layer was removed by decanting. The catalyst was then washed with ethanol (250 mL) and dichloromethane (250 mL). The liquid was removed by decanting in each case. The combined liquid layer ... Procedure: The said calcination process is to calcine the minerals at 700˜1000° C. for 1˜5 hours. The said hydration process is to add water into the magnesium oxide and/or calcium oxide obtained from the calcination to carry out hydration, the hydration temperature is 50˜95° C., the hydration time is 0.5˜5 hours, and the weight ratio of water to magnesium oxide and/or calcium oxide is 1˜5:1, and subsequently, water is further added to prepare slurry at the weight ratio of water to magnesium oxide and/or c... Solvent: O (water), O (water), O (water), O (water). RXN SMILES: [O-2:1].[Mg+2].[O-2].[Ca+2:4].[C:5](=[O:7])=[O:6]>O>[C:5](=[O:1])([OH:7])[O-:6].[Ca+2:4].[C:5](=[O:1])([OH:7])[O-:6] |f:0.1,2.3,6.7.8|. Product: C([O-])(O)=O.[Ca+2].C([O-])(O)=O (calcium bicarbonate). The reactants are [O-2].[Mg+2] (magnesium oxide), [O-2].[Ca+2] (calcium oxide), C(=O)=O (carbon dioxide), [O-2].[Ca+2] (calcium oxide), [O-2].[Mg+2] (magnesium oxide), [O-2].[Mg+2] (magnesium oxide), [O-2].[Ca+2] (calcium oxide).